This data is from the Open Reaction Database (ORD), a public repository of structured organic reaction records. The task is: describe an organic reaction: reactants, conditions, products, and yield The reactants are carbonyl, COC1=CC=C(C=C1)C1=NC2=CC=C(C=C2N=C1C1=CC=C(C=C1)OC)C(=O)O (2,3-bis(4-methoxyphenyl)-quinoxaline-6-carboxylic acid), [K+].[Br-] (KBr), Br (Hydrobromic acid). Run in C(C)(=O)O (acetic acid). Run at time 6 hour. Product: OC1=CC=C(C=C1)C1=NC2=CC=C(C=C2N=C1C1=CC=C(C=C1)O)C(=O)O (2,3-Bis(4-hydroxyphenyl)quinoxaline-6-carboxylic Acid). RXN SMILES: C[O:2][C:3]1[CH:8]=[CH:7][C:6]([C:9]2[C:18]([C:19]3[CH:24]=[CH:23][C:22]([O:25]C)=[CH:21][CH:20]=3)=[N:17][C:16]3[C:11](=[CH:12][CH:13]=[C:14]([C:27]([OH:29])=[O:28])[CH:15]=3)[N:10]=2)=[CH:5][CH:4]=1.Br.[K+].[Br-]>C(O)(=O)C>[OH:2][C:3]1[CH:4]=[CH:5][C:6]([C:9]2[C:18]([C:19]3[CH:24]=[CH:23][C:22]([OH:25])=[CH:21][CH:20]=3)=[N:17][C:16]3[C:11](=[CH:12][CH:13]=[C:14]([C:27]([OH:29])=[O:28])[CH:15]=3)[N:10]=2)=[CH:7][CH:8]=1 |f:2.3|. Reported procedure: Into a 1000 mL three-necked, round-bottomed flask equipped with a magnetic stirrer, a nitrogen inlet, and a condenser, 2,3-bis(4-methoxyphenyl)-quinoxaline-6-carboxylic acid (34.7 g, 89.8 mmol) was dissolved in acetic acid (260 mL). Hydrobromic acid (48%, 500 mL) was then added to yellow clear mixture at room temperature. The reaction mixture was heated under reflux with vigorous stirring until the solution become homogeneous. It took about 6 h. After having been allowed to cool down to room tem... The reactants are BrCc1ccccc1, CCCC[N+](CCCC)(CCCC)CCCC, C=CCCCCCCC(C)O, CCCCCC, CCOC(C)=O, [Cl-], [H-], [I-], [NH4+], [Na+], C1CCOC1. Product: C=CCCCCCCC(C)OCc1ccccc1. RXN SMILES: [Br:14][CH2:15][c:16]1[cH:17][cH:18][cH:19][cH:20][cH:21]1.[CH2:25]([N+:26]([CH2:27][CH2:28][CH2:29][CH3:30])([CH2:31][CH2:32][CH2:33][CH3:34])[CH2:35][CH2:36][CH2:37][CH3:38])[CH2:39][CH2:40][CH3:41].[CH3:3][CH:4]([CH2:5][CH2:6][CH2:7][CH2:8][CH2:9][CH2:10][CH:11]=[CH2:12])[OH:13].[CH3:42][CH2:43][CH2:44][CH2:45][CH2:46][CH3:47].[CH3:48][CH2:49][O:50][C:51](=[O:52])[CH3:53].[Cl-:22].[H-:1].[I-:24].[NH4+:23].[Na+:2].[O:54]1[CH2:55][CH2:56][CH2:57][CH2:58]1>>[CH3:3][CH:4]([CH2:5][CH2:6][CH2:7][CH2:8][CH2:9][CH2:10][CH:11]=[CH2:12])[O:13][CH2:15][c:16]1[cH:17][cH:18][cH:19][cH:20][cH:21]1. As a reaction SMILES: [C:1]([CH3:2])([CH3:3])([CH3:4])[O:5][C:6](=[O:7])[N:8]1[CH2:9][CH2:10][CH:11]([c:14]2[nH:15][cH:16][c:17](-[c:19]3[cH:20][c:21]([C:26]([F:27])([F:28])[F:29])[c:22]([F:25])[cH:23][cH:24]3)[n:18]2)[CH2:12][CH2:13]1.[CH3:32][I:33].[CH3:39][CH2:40][O:41][CH2:42][CH3:43].[H-:30].[Na+:31].[O:34]1[CH2:35][CH2:38][CH2:37][CH2:36]1>>[C:1]([CH3:2])([CH3:3])([CH3:4])[O:5][C:6](=[O:7])[N:8]1[CH2:9][CH2:10][CH:11]([c:14]2[n:15]([CH3:35])[cH:16][c:17](-[c:19]3[cH:20][c:21]([C:26]([F:27])([F:28])[F:29])[c:22]([F:25])[cH:23][cH:24]3)[n:18]2)[CH2:12][CH2:13]1. Starting materials: CC(C)(C)OC(=O)N1CCC(c2nc(-c3ccc(F)c(C(F)(F)F)c3)c[nH]2)CC1, CI, CCOCC, [H-], [Na+], C1CCOC1. Yields the product Cn1cc(-c2ccc(F)c(C(F)(F)F)c2)nc1C1CCN(C(=O)OC(C)(C)C)CC1. Reactants: C(C)(C)(C)OC(NCCNC(C1=CC=C(C=C1)C(NC1=CN(C(=C1)C(NCCC(N)=N)=O)CC1CC1)=O)=O)=O ((2-(4-[5-(2-Carbamimidoyl-ethylcarbamoyl)-1-cyclopropylmethyl-1H-pyrrol-3-ylcarbamoyl]-benzoylamino}-ethyl)-carbamic acid tert-butyl ester), CCOCC (ether), CCOCC (ether). Run in C1(=CC=CC=C1)OC (anisol), FC(C(=O)O)(F)F (trifluoroacetic acid). Run at time 30 minute. Yields the product NCCNC(C1=CC=C(C(=O)NC2=CN(C(=C2)C(NCCC(N)=N)=O)CC2CC2)C=C1)=O (N-(2-Amino-ethyl)-N′-[5-(2-carbamimidoyl-ethylcarbamoyl)-1-cyclopropylmethyl-1H-pyrrol-3-yl]-terephthalamide). Isolated yield 156.0%. Reaction SMILES: C(OC(=O)[NH:7][CH2:8][CH2:9][NH:10][C:11](=[O:38])[C:12]1[CH:17]=[CH:16][C:15]([C:18](=[O:37])[NH:19][C:20]2[CH:24]=[C:23]([C:25](=[O:32])[NH:26][CH2:27][CH2:28][C:29](=[NH:31])[NH2:30])[N:22]([CH2:33][CH:34]3[CH2:36][CH2:35]3)[CH:21]=2)=[CH:14][CH:13]=1)(C)(C)C.CCOCC>C1(OC)C=CC=CC=1.FC(F)(F)C(O)=O>[NH2:7][CH2:8][CH2:9][NH:10][C:11](=[O:38])[C:12]1[CH:17]=[CH:16][C:15]([C:18]([NH:19][C:20]2[CH:24]=[C:23]([C:25](=[O:32])[NH:26][CH2:27][CH2:28][C:29](=[NH:30])[NH2:31])[N:22]([CH2:33][CH:34]3[CH2:36][CH2:35]3)[CH:21]=2)=[O:37])=[CH:14][CH:13]=1. Procedure details: 310 mg (0.55 mmol) 98 was dissolved in a mixture of 1 mL anisol and 4 mL trifluoroacetic acid and was agitated occasionally by swirling for 30 minutes at ambient temperature. 40 mL of cold ether was added, the precipitate was centrifuged, the ether phase was discarded, and the precipitate washed with ether (1×) then was re-precipitated from 5 mL methanol with 40 mL ether and dried to give 377 mg (96%) 99 as bis-TFA salt. MS: 220.61 (M+2H+). Starting materials: C(C)(=O)[O-].[Co+2].C(C)(=O)[O-] (cobalt acetate), C1(=CC=CC=C1)NC=1C(C(=O)O)=CC=CC1 (N-phenylanthranilic acid). The solvent is CN(C=O)C (dimethylformamide). Run at temperature 50 celsius. The product is [Co].C1(=CC=CC=C1)NC=1C(C(=O)O)=CC=CC1 (N-phenylanthranilic acid cobalt). As a reaction SMILES: C([O-])(=O)C.[Co+2:5].C([O-])(=O)C.[C:10]1([NH:16][C:17]2[C:18](=[CH:22][CH:23]=[CH:24][CH:25]=2)[C:19]([OH:21])=[O:20])[CH:15]=[CH:14][CH:13]=[CH:12][CH:11]=1>CN(C)C=O>[Co:5].[C:10]1([NH:16][C:17]2[C:18](=[CH:22][CH:23]=[CH:24][CH:25]=2)[C:19]([OH:21])=[O:20])[CH:11]=[CH:12][CH:13]=[CH:14][CH:15]=1 |f:0.1.2,5.6|. Procedure details: 24.9 g (0.1 mol) of cobalt acetate was added to 500 ml of dimethylformamide and completely dissolved. The solution was heated to 50° C., and 42.6 g (0.2 mol) of N-phenylanthranilic acid was gradually added thereto. The mixture was allowed to react for 3 hours at about 145° C. under refluxing, and the heating was terminated. The mixture, when cooled down to 100° C., was dispersed in 2 liters of water and, after 1 hour, subjected to filtration. The precipitate was washed with water until neutralit... Reactants: C(C)(C)OCCCNC1=CC=C(C=C1)N (N-(3-isopropoxypropyl)-p-phenylenediamine), CC(CCCCCC)Br (2-octyl bromide), C([O-])([O-])=O.[Na+].[Na+] (sodium carbonate), C(C)O (ethanol). Run in O (water). The product is C(C)(C)OCCCNC1=CC=C(C=C1)NC(C)CCCCCC (N-(3-isopropoxypropyl)-N'-(2 -octyl)-p-phenylenediamine). RXN SMILES: [CH:1]([O:4][CH2:5][CH2:6][CH2:7][NH:8][C:9]1[CH:14]=[CH:13][C:12]([NH2:15])=[CH:11][CH:10]=1)([CH3:3])[CH3:2].[CH3:16][CH:17](Br)[CH2:18][CH2:19][CH2:20][CH2:21][CH2:22][CH3:23].C(=O)([O-])[O-].[Na+].[Na+].C(O)C>O>[CH:1]([O:4][CH2:5][CH2:6][CH2:7][NH:8][C:9]1[CH:14]=[CH:13][C:12]([NH:15][CH:17]([CH2:18][CH2:19][CH2:20][CH2:21][CH2:22][CH3:23])[CH3:16])=[CH:11][CH:10]=1)([CH3:3])[CH3:2] |f:2.3.4|. Procedure: A mixture of 50 g. of N-(3-isopropoxypropyl)-p-phenylenediamine, 50 g. of 2-octyl bromide, 200 ml. of 2N sodium carbonate and 1 liter of ethanol is stirred for 18 hours at 60°C. The reaction mixture is treated with 1 liter of water and extracted with 1 liter of ether. The ether layer is separated, washed with 1200 ml. of water, dried over sodium sulfate and evaporated in vacuo. A mixture of the residue in ether is treated with hydrogen chloride gas to yield the title product in dihydrochloride s... Reactants: CN1C2=CC=CC=C2C=2C(CCCC12)=O (1,2,3,9-tetrahydro-9-methyl-4H-carbazol-4-one), Cl[Si](C)(C)C (chlorotrimethylsilane), CC=1NC=CN1 (2-methyl imidazole), N1(CCCCC1)CN1CCCCC1 (dipiperidinomethane). The solvent is CN(C=O)C (N,N-dimethylformamide), O (water). Run at temperature 90 celsius, time 8 hour. Product: CN1C2=CC=CC=C2C=2C(C(CCC12)CN1C(=NC=C1)C)=O (1,2,3,9-tetrahydro-9-methyl-3-[(2-methyl-1H-imidazole-1-yl)methyl]-4H-carbazol-4-one). Yield: 67.6%. As a reaction SMILES: [CH3:1][N:2]1[C:14]2[CH2:13][CH2:12][CH2:11][C:10](=[O:15])[C:9]=2[C:8]2[C:3]1=[CH:4][CH:5]=[CH:6][CH:7]=2.[CH3:16][C:17]1[NH:18][CH:19]=[CH:20][N:21]=1.N1(CN2CCCCC2)CCCC[CH2:23]1.Cl[Si](C)(C)C>CN(C)C=O.O>[CH3:1][N:2]1[C:14]2[CH2:13][CH2:12][CH:11]([CH2:23][N:18]3[CH:19]=[CH:20][N:21]=[C:17]3[CH3:16])[C:10](=[O:15])[C:9]=2[C:8]2[C:3]1=[CH:4][CH:5]=[CH:6][CH:7]=2. Procedure: 2.0 g of 1,2,3,9-tetrahydro-9-methyl-4H-carbazol-4-one, 1.65 g of 2-methyl imidazole and 2.74 g of dipiperidinomethane were suspended in 20 ml of N,N-dimethylformamide, and then 4 ml of chlorotrimethylsilane was slowly added thereto. The reaction mixture was stirred for 8 hours at 90° C. 100 ml of water was added to the reaction mixture. The resulting solid was filtered and dried, which was then suspended in acetone and stirred for 3 hours, and then filtered and dried under a reduced pressure to...